From a dataset of the Open Reaction Database (ORD), a public repository of structured organic reaction records. describe an organic reaction: reactants, conditions, products, and yield Reactants: C(C)(C)NC(C)C (diisopropylamine), CN1C(N(CC1)C)=O (1,3-dimethylimidazolidin-2-one), C1(CCCC1)C#N (cyclopentanecarbonitrile), CCCCCC (hexane), solution, C(CCC)[Li] (n-butyllithium), compound. Run in O1CCCC1 (tetrahydrofuran). Yields the product OCCC1=C(C=CC=C1)CC1(CCCC1)C#N (1-[[2-(2-Hydroxyethyl)phenyl]methyl]cyclopentanecarbonitrile). Isolated yield 55.0%. RXN SMILES: C(NC(C)C)(C)C.[CH2:8]([Li])[CH2:9][CH2:10][CH3:11].[CH:13]1([C:18]#[N:19])[CH2:17][CH2:16][CH2:15][CH2:14]1.CN1CCN(C)C1=[O:27].[CH3:28][CH2:29][CH2:30][CH2:31][CH2:32]C>O1CCCC1>[OH:27][CH2:8][CH2:9][C:10]1[CH:11]=[CH:28][CH:29]=[CH:30][C:31]=1[CH2:32][C:13]1([C:18]#[N:19])[CH2:17][CH2:16][CH2:15][CH2:14]1. Procedure: Obtained by operating as in example 87a, from 7.8 g (77 mmoles) of diisopropylamine, 48.2 ml of a 1.6M solution of n-butyllithium in hexane, 6.7 g (70 mmoles) of commercial cyclopentanecarbonitrile, 18 ml of 1,3-dimethylimidazolidin-2-one and 20.5 g (71.4 mmoles) of the compound prepared in example 92c in 20 ml of tetrahydrofuran. After distillation, there is obtained 8.8 g (yield=55.0%) of a beige viscous liquid. b.p.0.4 =165 ° C. RXN SMILES: [C:1]([O:20][CH2:21][CH2:22][CH2:23][CH2:24][CH2:25][CH2:26][CH2:27][CH2:28][CH2:29][CH2:30][CH2:31][CH2:32][CH2:33][CH2:34][CH2:35][CH2:36][CH2:37][CH2:38][CH2:39][CH2:40][CH2:41][CH2:42][CH2:43][CH2:44][CH2:45][CH2:46][C:47]([OH:49])=O)(=[O:19])[CH2:2][CH2:3][CH2:4][CH2:5][CH2:6][CH2:7][CH2:8]/[CH:9]=[CH:10]\[CH2:11][CH2:12][CH2:13][CH2:14][CH2:15][CH2:16][CH2:17][CH3:18].ON1C2C=CC=CC=2N=N1.[OH:60][CH2:61][C@@H:62]([C@@H:64]([C@@H:66]([CH2:68][CH2:69][CH2:70][CH2:71][CH2:72][CH2:73][CH2:74][CH2:75][CH2:76][CH2:77][CH2:78][CH2:79][CH2:80][CH3:81])[OH:67])[OH:65])[NH2:63].C(N=C=NC(C)C)(C)C.Cl>C(Cl)(Cl)Cl>[C:1]([O:20][CH2:21][CH2:22][CH2:23][CH2:24][CH2:25][CH2:26][CH2:27][CH2:28][CH2:29][CH2:30][CH2:31][CH2:32][CH2:33][CH2:34][CH2:35][CH2:36][CH2:37][CH2:38][CH2:39][CH2:40][CH2:41][CH2:42][CH2:43][CH2:44][CH2:45][CH2:46][C:47]([NH:63][C@H:62]([C@@H:64]([C@@H:66]([CH2:68][CH2:69][CH2:70][CH2:71][CH2:72][CH2:73][CH2:74][CH2:75][CH2:76][CH2:77][CH2:78][CH2:79][CH2:80][CH3:81])[OH:67])[OH:65])[CH2:61][OH:60])=[O:49])(=[O:19])[CH2:2][CH2:3][CH2:4][CH2:5][CH2:6][CH2:7][CH2:8]/[CH:9]=[CH:10]\[CH2:11][CH2:12][CH2:13][CH2:14][CH2:15][CH2:16][CH2:17][CH3:18]. Run at time 24 hour. The reactants are Cl (hydrochloric acid), C(CCCCCCC\C=C/CCCCCCCC)(=O)OCCCCCCCCCCCCCCCCCCCCCCCCCCC(=O)O (27-oleoyloxyheptacosanoic acid), ON1N=NC2=C1C=CC=C2 (1-hydroxybenzotriazole), OC[C@H](N)[C@H](O)[C@H](O)CCCCCCCCCCCCCC (phytosphingosine), C(C)(C)N=C=NC(C)C (N,N'-diisopropylcarbodiimide). Run in C(Cl)(Cl)Cl (chloroform). The product is C(CCCCCCC\C=C/CCCCCCCC)(=O)OCCCCCCCCCCCCCCCCCCCCCCCCCCC(=O)N[C@@H](CO)[C@H](O)[C@H](O)CCCCCCCCCCCCCC (N-(27-oleovloxyheptacosanoyl)-phytosphingosine). Procedure: A mixture of 27-oleoyloxyheptacosanoic acid (2 g, 2.9 mmoles), chloroform (76 ml), dried 1-hydroxybenzotriazole (1.28 g, 10.9 mmoles), phytosphingosine (1.23 g, 3.9 mmoles) and N,N'-diisopropylcarbodiimide (0.88 ml, 5.64 mmoles) was stirred under nitrogen for 24 hours at room temperature. After adding 50 ml of a 1N hydrochloric acid solution and stirring the organic layer was filtrated, washed with brine and concentrated. The title product (2.07 g) was obtained by crystallization from hot isopro... Yield: 72.1%. The reactants are [OH-].[K+] (potassium hydroxide), C(C)(=O)N1CCN(CC1)CC1=CC=C(C=C1)OC1=CC=CC=C1 (1-acetyl-4-((4-phenoxyphenyl)methyl)piperazine), O (Water). Run in C(C)O (ethanol). The product is O(C1=CC=CC=C1)C1=CC=C(C=C1)CN1CCNCC1 (1-((4-phenoxyphenyl)methyl)piperazine). The yield is 97.7%. RXN SMILES: C([N:4]1[CH2:9][CH2:8][N:7]([CH2:10][C:11]2[CH:16]=[CH:15][C:14]([O:17][C:18]3[CH:23]=[CH:22][CH:21]=[CH:20][CH:19]=3)=[CH:13][CH:12]=2)[CH2:6][CH2:5]1)(=O)C.[OH-].[K+].O>C(O)C>[O:17]([C:14]1[CH:15]=[CH:16][C:11]([CH2:10][N:7]2[CH2:6][CH2:5][NH:4][CH2:9][CH2:8]2)=[CH:12][CH:13]=1)[C:18]1[CH:23]=[CH:22][CH:21]=[CH:20][CH:19]=1 |f:1.2|. Procedure: 1-acetyl-4-((4-phenoxyphenyl)methyl)piperazine (316 mg) was dissolved in ethanol (20 ml), and aqueous potassium hydroxide solution (3 ml, potassium hydroxide 1 g) was added, followed by heating the mixture to reflux for 4 hours. Water was added to the reaction mixture and the mixture was extracted 3 times with chloroform. Organic layers were combined and dried over anhydrous sodium sulfate, followed by removal of chloroform to obtain 267 mg of 1-((4-phenoxyphenyl)methyl)piperazine. Yield: 98%. Reactants: O=C(O)CCCC(C(=O)O)=C1CC=Cc2ccccc21, CC(=O)OC(C)=O. Product: O=C1CCCC(=C2CC=Cc3ccccc32)C(=O)O1. As a reaction SMILES: [C:1]1(=[C:11]([C:12](=[O:13])[OH:14])[CH2:15][CH2:16][CH2:17][C:18](=[O:19])[OH:20])[CH2:2][CH:3]=[CH:4][c:5]2[cH:6][cH:7][cH:8][cH:9][c:10]21.[CH3:21][C:22]([O:23][C:24](=[O:25])[CH3:26])=[O:27]>>[C:1]1(=[C:11]2[C:12](=[O:14])[O:20][C:18](=[O:19])[CH2:17][CH2:16][CH2:15]2)[CH2:2][CH:3]=[CH:4][c:5]2[cH:6][cH:7][cH:8][cH:9][c:10]21. Starting materials: COC(=O)C#N (methylcyanoformate), 1, solution, [Li+].CC(C)[N-]C(C)C (LDA), C1CCOC1 (THF), C1CCOC1 (THF). Reaction conditions: time 1 hour. Product: N1C=CC2=CC=CC=C12 (indole). Yield: 28.0%. Reaction SMILES: [Li+].C[CH:3]([N-:5][CH:6]([CH3:8])[CH3:7])[CH3:4].COC(C#N)=O.[CH2:15]1[CH2:19]OC[CH2:16]1>>[NH:5]1[C:6]2[C:7](=[CH:16][CH:15]=[CH:19][CH:8]=2)[CH:4]=[CH:3]1 |f:0.1|. Reported procedure: To a solution of 1 (473 mg, 1.40 mmol) in THF (6.5 mL) at −78° C. was added dropwise a 1.8 M solution of LDA in THF (1.71 mL, 3.08 mmol) and the reaction stirred for 1 hour, then methylcyanoformate (0.244 mL, 3.08 mmol) added dropwise and the reaction was stirred for 1 hour. The reaction was quenched by the addition of satd NH4Cl (10 mL), the layers separated, and the aqueous extracted with Et2O (3×10 mL). The combined organics were dried (MgSO4), filtered and concentrated in vacuo. The residue ... The reactants are CS(=O)(=O)N1CCC(C(=O)OCc2ccccc2)CC1, CCOC(C)=O, CO. Yields the product CS(=O)(=O)N1CCC(C(=O)O)CC1. RXN SMILES: [CH2:1]([c:2]1[cH:3][cH:4][cH:5][cH:6][cH:7]1)[O:8][C:9](=[O:10])[CH:11]1[CH2:12][CH2:13][N:14]([S:17](=[O:18])(=[O:19])[CH3:20])[CH2:15][CH2:16]1.[CH3:21][CH2:22][O:23][C:24](=[O:25])[CH3:26].[CH3:27][OH:28]>>[O:8]=[C:9]([OH:10])[CH:11]1[CH2:12][CH2:13][N:14]([S:17](=[O:18])(=[O:19])[CH3:20])[CH2:15][CH2:16]1.